Dataset: the Open Reaction Database (ORD), a public repository of structured organic reaction records. Task: describe an organic reaction: reactants, conditions, products, and yield Reactants: FC(C1=CC=C(C=C1)N=C=O)(F)F (4-(trifluoromethyl)phenyl isocyanate), NC(C(=O)N(CCN(C)C)CC1=CC=CC=C1)C(C)C (2-Amino-N-benzyl-N-(2-dimethylamino-ethyl)-3-methyl-butyramide). Product: C(C1=CC=CC=C1)N(C([C@H](C(C)C)NC(=O)NC1=CC=C(C=C1)C(F)(F)F)=O)CCN(C)C (N-Benzyl-N-(2-dimethylamino-ethyl)-3-methyl-2-(S)-[3-(4-trifluoromethyl-phenyl)-ureido]-butyramide). As a reaction SMILES: [F:1][C:2]([F:13])([F:12])[C:3]1[CH:8]=[CH:7][C:6]([N:9]=[C:10]=[O:11])=[CH:5][CH:4]=1.[NH2:14][CH:15]([CH:31]([CH3:33])[CH3:32])[C:16]([N:18]([CH2:24][C:25]1[CH:30]=[CH:29][CH:28]=[CH:27][CH:26]=1)[CH2:19][CH2:20][N:21]([CH3:23])[CH3:22])=[O:17]>>[CH2:24]([N:18]([CH2:19][CH2:20][N:21]([CH3:22])[CH3:23])[C:16](=[O:17])[C@@H:15]([NH:14][C:10]([NH:9][C:6]1[CH:5]=[CH:4][C:3]([C:2]([F:12])([F:13])[F:1])=[CH:8][CH:7]=1)=[O:11])[CH:31]([CH3:32])[CH3:33])[C:25]1[CH:30]=[CH:29][CH:28]=[CH:27][CH:26]=1. Reported procedure: Compound 14c was prepared from 4-(trifluoromethyl)phenyl isocyanate and compound 13, using the method described in Example 22. MS (EI)=464 (M+). Reactants: BrC1=CC=C(C=N1)CNC(=O)C=1C=2C=CN(C2C=C(C1)C#N)C1=CC=C(C=C1)F (6-cyano-1-(4-fluorophenyl)-1H-indole-4-carboxylic acid (6-bromo-pyridin-3-ylmethyl)-amide), CS(=O)(=O)N (methanesulfonamide), CN[C@H]1[C@@H](CCCC1)NC (trans-N,N′-dimethylcyclohexane-1,2-diamine), C([O-])([O-])=O.[K+].[K+] (potassium carbonate). The reagents and catalysts are FC(S(=O)(=O)[O-])(F)F.[Cu+2].FC(S(=O)(=O)[O-])(F)F (copper (II) trifluoromethanesulfonate). Solvent: CN1CCCC1=O (NMP). Reaction conditions: temperature 125 celsius, time 40 minute. Product: CS(=O)(=O)NC1=CC=C(C=N1)CNC(=O)C=1C=2C=CN(C2C=C(C1)C#N)C1=CC=C(C=C1)F (6-Cyano-1-(4-fluorophenyl)-1H-indole-4-carboxylic acid (6-methanesulfonylamino-pyridin-3-ylmethyl)-amide). RXN SMILES: Br[C:2]1[N:7]=[CH:6][C:5]([CH2:8][NH:9][C:10]([C:12]2[C:13]3[CH:14]=[CH:15][N:16]([C:23]4[CH:28]=[CH:27][C:26]([F:29])=[CH:25][CH:24]=4)[C:17]=3[CH:18]=[C:19]([C:21]#[N:22])[CH:20]=2)=[O:11])=[CH:4][CH:3]=1.[CH3:30][S:31]([NH2:34])(=[O:33])=[O:32].CN[C@@H]1CCCC[C@H]1NC.C(=O)([O-])[O-].[K+].[K+]>FC(F)(F)S([O-])(=O)=O.[Cu+2].FC(F)(F)S([O-])(=O)=O.CN1C(=O)CCC1>[CH3:30][S:31]([NH:34][C:2]1[N:7]=[CH:6][C:5]([CH2:8][NH:9][C:10]([C:12]2[C:13]3[CH:14]=[CH:15][N:16]([C:23]4[CH:28]=[CH:27][C:26]([F:29])=[CH:25][CH:24]=4)[C:17]=3[CH:18]=[C:19]([C:21]#[N:22])[CH:20]=2)=[O:11])=[CH:4][CH:3]=1)(=[O:33])=[O:32] |f:3.4.5,6.7.8|. Procedure: To a mixture of 6-cyano-1-(4-fluorophenyl)-1H-indole-4-carboxylic acid (6-bromo-pyridin-3-ylmethyl)-amide (75 mg, 0.17 mmol), methanesulfonamide (81 mg, 0.85 mmol), copper (II) trifluoromethanesulfonate (105 mg, 0.290 mmol), trans-N,N′-dimethylcyclohexane-1,2-diamine (55.2 μL, 0.35 mmol) and potassium carbonate (247 mg, 1.79 mmol) in a sealed tube is added NMP (2.5 mL). The solution is degassed with argon for 3 minutes. The reaction is warmed at 125° C. in a microwave reactor. After 40 minutes, ... Reaction SMILES: [C:15](=[O:16])([OH:17])[O-:18].[CH:1](=[O:2])[O:3][CH2:4][CH2:5][N:6]([CH:7]=[O:8])[c:9]1[cH:10][n:11][cH:12][cH:13][cH:14]1.[Na+:19].[O:20]1[CH2:21][CH2:22][CH2:23][CH2:24]1.[OH2:25]>>[OH:3][CH2:4][CH2:5][N:6]([CH:7]=[O:8])[c:9]1[cH:10][n:11][cH:12][cH:13][cH:14]1. The reactants are O=C([O-])O, O=COCCN(C=O)c1cccnc1, [Na+], C1CCOC1, O. The product is O=CN(CCO)c1cccnc1. Starting materials: Cc1ccccc1C=C[N+](=O)[O-], COCN(Cc1ccccc1)C[Si](C)(C)C, ClCCl, O=C(O)C(F)(F)F. Yields the product Cc1ccccc1C1CN(Cc2ccccc2)CC1[N+](=O)[O-]. As a reaction SMILES: [CH3:17][c:18]1[c:19]([CH:24]=[CH:25][N+:26](=[O:27])[O-:28])[cH:20][cH:21][cH:22][cH:23]1.[CH3:1][O:2][CH2:3][N:4]([CH2:5][Si:6]([CH3:7])([CH3:8])[CH3:9])[CH2:10][c:11]1[cH:12][cH:13][cH:14][cH:15][cH:16]1.[Cl:36][CH2:37][Cl:38].[OH:29][C:30]([C:31]([F:32])([F:33])[F:34])=[O:35]>>[CH2:3]1[N:4]([CH2:10][c:11]2[cH:12][cH:13][cH:14][cH:15][cH:16]2)[CH2:5][CH:24]([c:19]2[c:18]([CH3:17])[cH:23][cH:22][cH:21][cH:20]2)[CH:25]1[N+:26](=[O:27])[O-:28].